Dataset: the Open Reaction Database (ORD), a public repository of structured organic reaction records. Task: describe an organic reaction: reactants, conditions, products, and yield The reactants are O=C(O)c1cncc([N+](=O)[O-])c1, O=S(Cl)Cl. Yields the product O=C(Cl)c1cncc([N+](=O)[O-])c1. As a reaction SMILES: [N+:1](=[O:2])([O-:3])[c:4]1[cH:5][n:6][cH:7][c:8]([C:9](=[O:10])[OH:11])[cH:12]1.[S:13]([Cl:14])([Cl:15])=[O:16]>>[N+:1](=[O:2])([O-:3])[c:4]1[cH:5][n:6][cH:7][c:8]([C:9](=[O:10])[Cl:15])[cH:12]1. Starting materials: ClCCl, O=C(O)C(F)(F)F, O=C(Nc1cccc2c1c(-c1nc3cc(N4CCOCC4)ccc3[nH]1)nn2C1CCCCO1)C1CC1(F)F. Yields the product O=C(Nc1cccc2[nH]nc(-c3nc4ccc(N5CCOCC5)cc4[nH]3)c12)C1CC1(F)F. As a reaction SMILES: [Cl:46][CH2:47][Cl:48].[F:1][C:2]([F:3])([F:4])[C:5]([OH:6])=[O:7].[F:8][C:9]1([F:45])[CH:10]([C:12](=[O:13])[NH:14][c:15]2[c:16]3[c:17](-[c:30]4[n:31][c:32]5[c:33]([nH:34]4)[cH:35][cH:36][c:37]([N:39]4[CH2:40][CH2:41][O:42][CH2:43][CH2:44]4)[cH:38]5)[n:18][n:19]([CH:24]4[CH2:25][CH2:26][CH2:27][CH2:28][O:29]4)[c:20]3[cH:21][cH:22][cH:23]2)[CH2:11]1>>[F:8][C:9]1([F:45])[CH:10]([C:12](=[O:13])[NH:14][c:15]2[c:16]3[c:17](-[c:30]4[nH:31][c:32]5[c:33]([n:34]4)[cH:35][cH:36][c:37]([N:39]4[CH2:40][CH2:41][O:42][CH2:43][CH2:44]4)[cH:38]5)[n:18][nH:19][c:20]3[cH:21][cH:22][cH:23]2)[CH2:11]1. The reactants are O=C(O)c1ccncc1Cl, Nc1cc(C(F)(C(F)(F)F)C(F)(F)F)ccc1O, c1ccncc1. The product is O=C(Nc1cc(C(F)(C(F)(F)F)C(F)(F)F)ccc1O)c1ccncc1Cl. As a reaction SMILES: [Cl:1][c:2]1[c:3]([C:4](=[O:5])[OH:6])[cH:7][cH:8][n:9][cH:10]1.[NH2:11][c:12]1[c:13]([OH:28])[cH:14][cH:15][c:16]([C:18]([C:19]([F:20])([F:21])[F:22])([C:23]([F:24])([F:25])[F:26])[F:27])[cH:17]1.[cH:29]1[cH:30][cH:31][n:32][cH:33][cH:34]1>>[Cl:1][c:2]1[c:3]([C:4](=[O:6])[NH:11][c:12]2[c:13]([OH:28])[cH:14][cH:15][c:16]([C:18]([C:19]([F:20])([F:21])[F:22])([C:23]([F:24])([F:25])[F:26])[F:27])[cH:17]2)[cH:7][cH:8][n:9][cH:10]1. The reactants are COC(=O)c1ccc(Br)cc1OC, O=C([O-])[O-], CC1COC(=O)N1, CNCCNC, Cc1ccccc1, [Cu]I, [K+], [K+], O. Product: COC(=O)c1ccc(N2C(=O)OCC2C)cc1OC. Reaction SMILES: [Br:1][c:2]1[cH:3][c:4]([O:12][CH3:13])[c:5]([C:6](=[O:7])[O:8][CH3:9])[cH:10][cH:11]1.[C:21](=[O:22])([O-:23])[O-:24].[CH3:14][CH:15]1[NH:16][C:17](=[O:20])[O:18][CH2:19]1.[CH3:27][NH:28][CH2:29][CH2:30][NH:31][CH3:32].[CH3:36][c:37]1[cH:38][cH:39][cH:40][cH:41][cH:42]1.[Cu:33][I:34].[K+:25].[K+:26].[OH2:35]>>[c:2]1([N:16]2[CH:15]([CH3:14])[CH2:19][O:18][C:17]2=[O:20])[cH:3][c:4]([O:12][CH3:13])[c:5]([C:6](=[O:7])[O:8][CH3:9])[cH:10][cH:11]1. Reactants: CC1=NN2C(SC=C2)=C1C=1SC(=C(N1)C1=CC=CC=C1)C(=O)O (2-(6-methylpyrazolo[5,1-b][1,3]thiazol-7-yl)-4-phenyl-1,3-thiazole-5-carboxylic acid), TEA, N,O-dimethylamine hydrochloride, C=1C=CC2=C(C1)N=NN2O (HOBT), CCN=C=NCCCN(C)C (EDCI). Solvent: CN(C)C=O (DMF). The product is CON(C(=O)C1=C(N=C(S1)C=1C(=NN2C1SC=C2)C)C2=CC=CC=C2)C (N-methoxy-N-methyl-2-(6-methylpyrazolo[5,1-b][1,3]thiazol-7-yl)-4-phenyl-1,3-thiazole-5-carboxamide). Yield: 82.7%. Reaction SMILES: [CH3:1][C:2]1[C:9]([C:10]2[S:11][C:12]([C:21](O)=[O:22])=[C:13]([C:15]3[CH:20]=[CH:19][CH:18]=[CH:17][CH:16]=3)[N:14]=2)=[C:5]2[S:6][CH:7]=[CH:8][N:4]2[N:3]=1.C1C=C[C:27]2[N:32]([OH:33])N=NC=2C=1.[CH3:34]CN=C=NCCCN(C)C>CN(C=O)C>[CH3:34][O:33][N:32]([CH3:27])[C:21]([C:12]1[S:11][C:10]([C:9]2[C:2]([CH3:1])=[N:3][N:4]3[CH:8]=[CH:7][S:6][C:5]=23)=[N:14][C:13]=1[C:15]1[CH:20]=[CH:19][CH:18]=[CH:17][CH:16]=1)=[O:22]. Procedure: A mixture of 2-(6-methylpyrazolo[5,1-b][1,3]thiazol-7-yl)-4-phenyl-1,3-thiazole-5-carboxylic acid (1.53 g, 4.5 mmol) obtained in Example 35-B(viii), TEA (1.9 mL), N,O-dimethylamine hydrochloride (1.32 g, 13.5 mmol), HOBT (912 mg, 6.75 mmol), EDCI (1.30 g, 6.75 mmol) and DMF (45 mL) was stirred at rt for 16 h. The reaction mixture was concentrated under reduced pressure, and water (50 mL) was added to the reaction mixture. The aqueous layer was extracted with EtOAc (50 mL×2), and the combined org... Yields the product CS(=O)(=O)c1ccc(Oc2ccccc2OCC(=O)O)c(Cl)c1. RXN SMILES: [CH3:15][S:16](=[O:17])(=[O:18])[c:19]1[cH:20][c:21]([Cl:26])[c:22]([F:25])[cH:23][cH:24]1.[H-:1].[Na+:28].[Na+:2].[O:29]=[CH:30][N:31]([CH3:32])[CH3:33].[OH-:27].[OH:3][c:4]1[c:5]([O:6][CH2:7][C:8](=[O:9])[OH:10])[cH:11][cH:12][cH:13][cH:14]1>>[O:3]([c:4]1[c:5]([O:6][CH2:7][C:8](=[O:9])[OH:10])[cH:11][cH:12][cH:13][cH:14]1)[c:22]1[c:21]([Cl:26])[cH:20][c:19]([S:16]([CH3:15])(=[O:17])=[O:18])[cH:24][cH:23]1. The reactants are CS(=O)(=O)c1ccc(F)c(Cl)c1, [H-], [Na+], [Na+], CN(C)C=O, [OH-], O=C(O)COc1ccccc1O. The reactants are 51g, O (water), 53g, C1OC=2C=C(N)C=CC2O1 (3,4-methylenedioxyaniline), C1(=CC=CC=C1)C(=O)C(O)C1=CC=CC=C1 (benzoin), C1(=CC=C(C=C1)S(=O)(=O)O)C (p-toluenesulfonic acid). Run in C(Cl)(Cl)Cl (chloroform), C=1(C(=CC=CC1)C)C (xylene). Product: C1(=CC=CC=C1)C=1NC2=CC3=C(C=C2C1C1=CC=CC=C1)OCO3 (2,3-diphenyl- 5,6-methylenedioxyindole). As a reaction SMILES: O.[C:2]1([C:8]([CH:10]([C:12]2[CH:17]=[CH:16][CH:15]=[CH:14][CH:13]=2)O)=O)[CH:7]=[CH:6][CH:5]=[CH:4][CH:3]=1.[CH2:18]1[O:27][C:26]2[CH:25]=[CH:24][C:22]([NH2:23])=[CH:21][C:20]=2[O:19]1.C1(C)C=CC(S(O)(=O)=O)=CC=1>C(Cl)(Cl)Cl.C1(C)C(C)=CC=CC=1>[C:2]1([C:8]2[NH:23][C:22]3[C:24]([C:10]=2[C:12]2[CH:13]=[CH:14][CH:15]=[CH:16][CH:17]=2)=[CH:25][C:26]2[O:27][CH2:18][O:19][C:20]=2[CH:21]=3)[CH:7]=[CH:6][CH:5]=[CH:4][CH:3]=1. Procedure: To a flask equipped with a stirrer and Dean-Stark water separator are charged 53g. of benzoin, 51g. of 3,4-methylenedioxyaniline, 2.5g. of p-toluenesulfonic acid and 300 ml. of xylene. The mixture is stirred and refluxed for 10 hours. After cooling to room temperature 1500 ml of chloroform are added and the organic layer is washed two times with 150 ml. of 10%, sulfuric acid. The organic layer is treated with charcoal, filtered and concentrated in vacuo to ca. 500 ml. On standing there is obtain... Starting materials: CC(C)(C)OC(=O)N1CCCC1C(=O)O, CCN=C=NCCCN(C)C, CNOC, CN1CCOCC1, ClCCl, Cl, Cl, On1nnc2ccccc21. Product: CON(C)C(=O)C1CCCN1C(=O)OC(C)(C)C. Reaction SMILES: [C:1](=[O:2])([O:3][C:4]([CH3:5])([CH3:6])[CH3:7])[N:8]1[CH:9]([C:10](=[O:11])[OH:12])[CH2:13][CH2:14][CH2:15]1.[CH2:22]([N:23]=[C:24]=[N:25][CH2:26][CH2:27][CH2:28][N:29]([CH3:30])[CH3:31])[CH3:32].[CH3:17][NH:18][O:19][CH3:20].[CH3:43][N:44]1[CH2:45][CH2:46][O:47][CH2:48][CH2:49]1.[Cl:50][CH2:51][Cl:52].[ClH:16].[ClH:21].[OH:33][n:34]1[c:35]2[cH:36][cH:37][cH:38][cH:39][c:40]2[n:41][n:42]1>>[C:1](=[O:2])([O:3][C:4]([CH3:5])([CH3:6])[CH3:7])[N:8]1[CH:9]([C:10](=[O:12])[N:18]([CH3:17])[O:19][CH3:20])[CH2:13][CH2:14][CH2:15]1. Starting materials: Cc1ccn(-c2ccccn2)n1, ClC(Cl)Cl, O=S(=O)(O)Cl. Product: Cc1nn(-c2ccccn2)cc1S(=O)(=O)Cl. Reaction SMILES: [CH3:6][c:7]1[n:8][n:9](-[c:12]2[n:13][cH:14][cH:15][cH:16][cH:17]2)[cH:10][cH:11]1.[CH:18]([Cl:19])([Cl:20])[Cl:21].[Cl:1][S:2](=[O:3])(=[O:4])[OH:5]>>[Cl:1][S:2](=[O:3])(=[O:5])[c:11]1[c:7]([CH3:6])[n:8][n:9](-[c:12]2[n:13][cH:14][cH:15][cH:16][cH:17]2)[cH:10]1.